This data is from the Open Reaction Database (ORD), a public repository of structured organic reaction records. The task is: describe an organic reaction: reactants, conditions, products, and yield The reactants are CC(=O)C (acetone), N(N)C1=NC(=NS1)C(Cl)(Cl)Cl (5-hydrazino-3-trichloromethyl-1,2,4-thiadiazole). Yields the product ClC(C1=NSC(=N1)NN=C(C)C)(Cl)Cl (1-(3-Trichloromethyl-1,2,4-thiadiazol-5-yl)-2-Isopropylidenehydrazine). The yield is 79.0%. Reaction SMILES: [CH3:1][C:2]([CH3:4])=O.[NH:5]([C:7]1[S:11][N:10]=[C:9]([C:12]([Cl:15])([Cl:14])[Cl:13])[N:8]=1)[NH2:6]>>[Cl:15][C:12]([Cl:13])([Cl:14])[C:9]1[N:8]=[C:7]([NH:5][N:6]=[C:2]([CH3:4])[CH3:1])[S:11][N:10]=1. Reported procedure: A mixture of 5 ml (3.9 g, 0.068 mole) acetone and 2.4 g (0.01 mole) 5-hydrazino-3-trichloromethyl-1,2,4-thiadiazole was heated 0.5 hour on a steam bath. The solid that was left after evaporation of the excess acetone was recrystallized from ligroin to yield 0.95 g (mp. 75°-77° C.). A second crop of 1.2 g (mp. 66° C.) was obtained after concentration of the solvent. Total yield was 2.15 g (79% yield). The reactants are solid, Cl.Cl.Cl.O1COC2=C1C=CC=C2N2CCN(CC2)CC[C@@H]2CC[C@H](CC2)N (Trans-4-[2-(4-Benzo[1,3]dioxol-4-yl-piperazin-1-yl)-ethyl]-cyclohexylamine trihydrochloride), Cl.Cl.Cl.O1COC2=C1C=CC=C2N2CCN(CC2)CC[C@@H]2CC[C@H](CC2)N (Trans-4-[2-(4-Benzo[1,3]dioxol-4-yl-piperazin-1-yl)-ethyl]-cyclohexylamine trihydrochloride), O1C(CCC1)CC(=O)O (2-(tetrahydrofuran-2-yl)acetic acid). The product is O1COC2=C1C=CC=C2N2CCN(CC2)CC[C@@H]2CC[C@H](CC2)NC(CC2OCCC2)=O (Trans-N-{4-[2-(4-Benzo[1,3]dioxol-4-yl-piperazin-1-yl)-ethyl]-cyclohexyl}-2-(tetrahydro-furan-2-yl)-acetamide). As a reaction SMILES: Cl.Cl.Cl.[O:4]1[C:8]2[CH:9]=[CH:10][CH:11]=[C:12]([N:13]3[CH2:18][CH2:17][N:16]([CH2:19][CH2:20][C@H:21]4[CH2:26][CH2:25][C@H:24]([NH2:27])[CH2:23][CH2:22]4)[CH2:15][CH2:14]3)[C:7]=2[O:6][CH2:5]1.[O:28]1[CH2:32][CH2:31][CH2:30][CH:29]1[CH2:33][C:34](O)=[O:35]>>[O:4]1[C:8]2[CH:9]=[CH:10][CH:11]=[C:12]([N:13]3[CH2:18][CH2:17][N:16]([CH2:19][CH2:20][C@H:21]4[CH2:26][CH2:25][C@H:24]([NH:27][C:34](=[O:35])[CH2:33][CH:29]5[CH2:30][CH2:31][CH2:32][O:28]5)[CH2:23][CH2:22]4)[CH2:15][CH2:14]3)[C:7]=2[O:6][CH2:5]1 |f:0.1.2.3|. Reported procedure: The title compound, white solid (11 mg, 44%), MS (ISP) m/z=444.4 [(M+H)+], was prepared in accordance with the general method of example 1 from Trans-4-[2-(4-Benzo[1,3]dioxol-4-yl-piperazin-1-yl)-ethyl]-cyclohexylamine hydrochloride (Intermediate A) (20 mg, 0.0543 mmol) and 2-(tetrahydrofuran-2-yl)acetic acid. Reactants: [Br-], N#CC(Br)c1ccccc1, C1CCOC1, Fc1ccc([Mg+])cc1, O, S=C=S. The product is N#CC(SC(=S)c1ccc(F)cc1)c1ccccc1. As a reaction SMILES: [Br-:1].[Br:13][CH:14]([C:15]#[N:16])[c:17]1[cH:18][cH:19][cH:20][cH:21][cH:22]1.[CH2:24]1[O:25][CH2:26][CH2:27][CH2:28]1.[F:2][c:3]1[cH:4][cH:5][c:6]([Mg+:9])[cH:7][cH:8]1.[OH2:23].[S:10]=[C:11]=[S:12]>>[F:2][c:3]1[cH:4][cH:5][c:6]([C:11](=[S:10])[S:12][CH:14]([C:15]#[N:16])[c:17]2[cH:18][cH:19][cH:20][cH:21][cH:22]2)[cH:7][cH:8]1. The reactants are C1(CC1)COC1=C(C=C(C(=C1)OC)F)C=1C2=C(N=C(N1)C)C(=C(N2COCC[Si](C)(C)C)C)C(=O)O (4-[2-(cyclopropylmethoxy)-5-fluoro-4-methoxyphenyl]-2,6-dimethyl-5-{[2-(trimethylsilyl)ethoxy]methyl}-5H-pyrrolo[3,2-d]pyrimidine-7-carboxylic acid), NC1CCN(CC1)C(=O)OC(C)(C)C (tert-butyl 4-amino-piperidine-1-carboxylate). Yields the product C1(CC1)COC1=C(C=C(C(=C1)OC)F)C=1C2=C(N=C(N1)C)C(=C(N2COCC[Si](C)(C)C)C)C(=O)NC2CCN(CC2)C(=O)OC(C)(C)C (tert-Butyl 4-{[(4-[2-(cyclopropylmethoxy)-5-fluoro-4-methoxyphenyl]-2,6-dimethyl-5-{[2-(trimethylsilyl)ethoxy]methyl}-5H-pyrrolo[3,2-d]pyrimidin-7-yl)carbonyl]amino}piperidine-1-carboxylate). Reaction SMILES: [CH:1]1([CH2:4][O:5][C:6]2[CH:11]=[C:10]([O:12][CH3:13])[C:9]([F:14])=[CH:8][C:7]=2[C:15]2[C:16]3[N:24]([CH2:25][O:26][CH2:27][CH2:28][Si:29]([CH3:32])([CH3:31])[CH3:30])[C:23]([CH3:33])=[C:22]([C:34](O)=[O:35])[C:17]=3[N:18]=[C:19]([CH3:21])[N:20]=2)[CH2:3][CH2:2]1.[NH2:37][CH:38]1[CH2:43][CH2:42][N:41]([C:44]([O:46][C:47]([CH3:50])([CH3:49])[CH3:48])=[O:45])[CH2:40][CH2:39]1>>[CH:1]1([CH2:4][O:5][C:6]2[CH:11]=[C:10]([O:12][CH3:13])[C:9]([F:14])=[CH:8][C:7]=2[C:15]2[C:16]3[N:24]([CH2:25][O:26][CH2:27][CH2:28][Si:29]([CH3:32])([CH3:31])[CH3:30])[C:23]([CH3:33])=[C:22]([C:34]([NH:37][CH:38]4[CH2:39][CH2:40][N:41]([C:44]([O:46][C:47]([CH3:50])([CH3:49])[CH3:48])=[O:45])[CH2:42][CH2:43]4)=[O:35])[C:17]=3[N:18]=[C:19]([CH3:21])[N:20]=2)[CH2:2][CH2:3]1. Procedure details: Starting from 4-[2-(cyclopropylmethoxy)-5-fluoro-4-methoxyphenyl]-2,6-dimethyl-5-{[2-(trimethylsilyl)ethoxy]methyl}-5H-pyrrolo[3,2-d]pyrimidine-7-carboxylic acid (example D.c17) and commercially available tert-butyl 4-amino-piperidine-1-carboxylate the title compound is obtained as colorless foam. Starting materials: CCCCCC (hexane), C(CC)=O (propionaldehyde), [N+](=O)([O-])/C=C/C1=CC=CC=C1 ((E)-(2-nitrovinyl)benzene), CC(C)O (2-propanol). The solvent is C(Cl)(Cl)Cl (CHCl3). Yields the product C[C@H](C=O)[C@@H](C[N+](=O)[O-])C1=CC=CC=C1 ((2S,3R)-2-Methyl-4-nitro-3-phenylbutanal). As a reaction SMILES: [CH:1](=[O:4])[CH2:2][CH3:3].[N+:5](/[CH:8]=[CH:9]/[C:10]1[CH:15]=[CH:14][CH:13]=[CH:12][CH:11]=1)([O-:7])=[O:6].CC(O)C.CCCCCC>C(Cl)(Cl)Cl>[CH3:3][C@@H:2]([C@H:9]([C:10]1[CH:15]=[CH:14][CH:13]=[CH:12][CH:11]=1)[CH2:8][N+:5]([O-:7])=[O:6])[CH:1]=[O:4]. Procedure: The title compound was prepared from propionaldehyde and (E)-(2-nitrovinyl)benzene according to the general procedure. Both enantiomeric excess and diastereomeric ratio were determined by HPLC withan OD-H column at 210 nm (2-propanol:hexane=10:90), 1.0 mL/min; major enantiomer tmajor=22.06 min, minor enantiomer tminor=30.05 min. [α]D20=−28.8 (c=2.2, CHCl3).